From a dataset of the Open Reaction Database (ORD), a public repository of structured organic reaction records. describe an organic reaction: reactants, conditions, products, and yield Starting materials: B1, C(C)(=O)O.C(CC)(=N)N (propionamidine acetate), C(CC(=O)OC)(=O)OC (dimethyl malonate). The solvent is C[O-].[Na+] (sodium methoxide). The product is OC1=NC(=NC(=C1)O)CC (4,6-dihydroxy-2ethylpyrimidine). The yield is 84.1%. Reaction SMILES: C(O)(=O)C.[C:5]([NH2:9])(=[NH:8])[CH2:6][CH3:7].[C:10](OC)(=[O:16])[CH2:11][C:12](OC)=[O:13]>C[O-].[Na+]>[OH:13][C:12]1[CH:11]=[C:10]([OH:16])[N:9]=[C:5]([CH2:6][CH3:7])[N:8]=1 |f:0.1,3.4|. Procedure details: Using the procedure of Example 1, Part B1, 18.5 g (0.14 mole) of propionamidine acetate and 90 ml of 25% sodium methoxide were reacted with dimethyl malonate (0.14 mole) to provide 16.5 g (89.5%) of 4,6-dihydroxy-2ethylpyrimidine according to Step (1). Reactants: example 2 ( b ), IC=1SC(=C(N1)C)C (2-iodo-4,5-dimethyl-thiazole), N1CCNCC1 (piperazine). The product is CC=1N=C(SC1C)N1CCNCC1 (1-(4,5-Dimethyl-thiazol-2-yl)-piperazine). Isolated yield 25.0%. Reaction SMILES: I[C:2]1[S:3][C:4]([CH3:8])=[C:5]([CH3:7])[N:6]=1.[NH:9]1[CH2:14][CH2:13][NH:12][CH2:11][CH2:10]1>>[CH3:7][C:5]1[N:6]=[C:2]([N:9]2[CH2:14][CH2:13][NH:12][CH2:11][CH2:10]2)[S:3][C:4]=1[CH3:8]. Procedure details: Prepared in analogy to example 2 (b) from 2-iodo-4,5-dimethyl-thiazole and piperazine. The crude material was purified by chromatography (SiO2, methanol/dichloromethane) to yield the title compound as a yellow crystalline solid (yield 25%). MS (m/e): 198.3 (M+H+, 100%). The reactants are CCOC(=O)C (EtOAc), C1(=CC=C(C=C1)S(=O)(=O)O)C.[NH+]1=CC=CC=C1 (Pyridinium p-toluene sulfonic acid), BrC1=C(C=C(C=C1)O)F (4-bromo-3-fluorophenol), O1CCCC=C1 (3,4-dihydro-2H-pyran). The solvent is ClCCl (dichloromethane), CCCCCCC (heptane). Yields the product BrC1=C(C=C(OC2OCCCC2)C=C1)F (2-(4-bromo-3-fluorophenoxy)tetrahydro-2H-pyran). Yield: 33.0%. As a reaction SMILES: C1(C)C=CC(S(O)(=O)=O)=CC=1.[NH+]1C=CC=CC=1.[Br:18][C:19]1[CH:24]=[CH:23][C:22]([OH:25])=[CH:21][C:20]=1[F:26].[O:27]1[CH:32]=[CH:31][CH2:30][CH2:29][CH2:28]1.CCOC(C)=O>ClCCl.CCCCCCC>[Br:18][C:19]1[CH:24]=[CH:23][C:22]([O:25][CH:28]2[CH2:29][CH2:30][CH2:31][CH2:32][O:27]2)=[CH:21][C:20]=1[F:26] |f:0.1|. Procedure: Pyridinium p-toluene sulfonic acid (789 mg, 3.1 mmol) was added to a solution of 4-bromo-3-fluorophenol (4.00 g, 20.9 mmol) and 3,4-dihydro-2H-pyran (3.52 g, 41.9 mmol) in dichloromethane (105 mL, 0.2M). After 2 h the reaction was quenched with saturated aqueous sodium bicarbonate and the layers were separated. The aqueous layer was extracted with dichloromethane (2×). The organic layers were combined, dried (Na2SO4), filtered and concentrated to give a colorless oil. The material was loaded ont... Run at temperature 115 celsius. Reactants: C[Si](C)(C)N=C=O (trimethylsilyl isocyanate), NC=1SC(=C(N1)C)C=1C=C(C(=NC1)Cl)NS(=O)(=O)C1=C(N=C(S1)C)C (N-[5-(2-amino-4-methyl-1,3-thiazol-5-yl)-2-chloropyridin-3-yl]-2,4-dimethylthiazole-5-sulfonamide). RXN SMILES: C[Si]([N:5]=[C:6]=[O:7])(C)C.[NH2:8][C:9]1[S:10][C:11]([C:15]2[CH:16]=[C:17]([NH:22][S:23]([C:26]3[S:30][C:29]([CH3:31])=[N:28][C:27]=3[CH3:32])(=[O:25])=[O:24])[C:18]([Cl:21])=[N:19][CH:20]=2)=[C:12]([CH3:14])[N:13]=1>COCCOC>[Cl:21][C:18]1[C:17]([NH:22][S:23]([C:26]2[S:30][C:29]([CH3:31])=[N:28][C:27]=2[CH3:32])(=[O:25])=[O:24])=[CH:16][C:15]([C:11]2[S:10][C:9]([NH:8][C:6]([NH2:5])=[O:7])=[N:13][C:12]=2[CH3:14])=[CH:20][N:19]=1. The solvent is COCCOC (DME). Product: ClC1=NC=C(C=C1NS(=O)(=O)C1=C(N=C(S1)C)C)C1=C(N=C(S1)NC(=O)N)C (N-[2-Chloro-5-(2-ureido-4-methyl-1,3-thiazol-5-yl)pyridin-3-yl]-2,4-dimethyl-1,3-thiazole-5-sulfonamide). Procedure details: A mixture of trimethylsilyl isocyanate (0.032 mL), N-[5-(2-amino-4-methyl-1,3-thiazol-5-yl)-2-chloropyridin-3-yl]-2,4-dimethylthiazole-5-sulfonamide (46 mg) and DME (1 mL) was placed in a sealed glass reaction vessel and heated to 115° C. in a microwave reactor for 18 hours. The resultant mixture was evaporated and the residue was purified by preparative HPLC on reversed-phase silica using a solvent gradient of 10% to 100% acetonitrile in water (containing 1% acetic acid) as eluent. The material... Starting materials: COC1=C(C=CC=C1OC)C(C#C)O (3-(2,3-dimethoxyphenyl)-3-hydroxy-1-propyne), BrC1=C2/C(/C(NC2=CC=C1)=O)=C/C=1NC=CC1OC ((Z)-4-bromo-1,3-dihydro-3-[(3-methoxy-1H-pyrrol-2-yl)methylene]-2H-indol-2-one), BrC1=C2/C(/C(NC2=CC=C1)=O)=C/C=1NC=CC1OC ((Z)-4-bromo-1,3-dihydro-3-[(3-methoxy-1H-pyrrol-2-yl)methylene]-2H-indol-2-one), C(#C)[Mg]Cl (ethynylmagnesium chloride), COC1=C(C=O)C=CC=C1OC (2,3-dimethoxybenzaldehyde). The reagents and catalysts are [Cu]I (CuI), Cl[Pd]([P](C1=CC=CC=C1)(C2=CC=CC=C2)C3=CC=CC=C3)([P](C4=CC=CC=C4)(C5=CC=CC=C5)C6=CC=CC=C6)Cl ((Ph3P)2PdCl2). The solvent is CN(C)C=O (DMF), CCN(CC)CC (Et3N). Yields the product COC1=C(C=CC=C1OC)C(C#CC1=C2/C(/C(NC2=CC=C1)=O)=C/C=1NC=CC1OC)O (rac-(Z)-1,3-dihydro-4-[3-(2,3-dimethoxyphenyl)-3-hydroxy-1-propynyl]-3-[(3-methoxy-1H-pyrrol-2-yl)methylene]-2H-indol-2-one). As a reaction SMILES: [CH3:1][O:2][C:3]1[C:8]([O:9][CH3:10])=[CH:7][CH:6]=[CH:5][C:4]=1[CH:11]([OH:14])[C:12]#[CH:13].C([Mg]Cl)#C.COC1C(OC)=CC=CC=1C=O.Br[C:32]1[CH:40]=[CH:39][CH:38]=[C:37]2[C:33]=1/[C:34](=[CH:42]/[C:43]1[NH:44][CH:45]=[CH:46][C:47]=1[O:48][CH3:49])/[C:35](=[O:41])[NH:36]2>Cl[Pd](Cl)([P](C1C=CC=CC=1)(C1C=CC=CC=1)C1C=CC=CC=1)[P](C1C=CC=CC=1)(C1C=CC=CC=1)C1C=CC=CC=1.[Cu]I.CN(C=O)C.CCN(CC)CC>[CH3:1][O:2][C:3]1[C:8]([O:9][CH3:10])=[CH:7][CH:6]=[CH:5][C:4]=1[CH:11]([OH:14])[C:12]#[C:13][C:32]1[CH:40]=[CH:39][CH:38]=[C:37]2[C:33]=1/[C:34](=[CH:42]/[C:43]1[NH:44][CH:45]=[CH:46][C:47]=1[O:48][CH3:49])/[C:35](=[O:41])[NH:36]2 |^1:52,71|. Procedure: Using Method D above, 3-(2,3-dimethoxyphenyl)-3-hydroxy-1-propyne (132 mg, 0.69 mmol) (prepared by the addition of ethynylmagnesium chloride (Aldrich) to 2,3-dimethoxybenzaldehyde (Aldrich) according to Method A above) was coupled to (Z)-4-bromo-1,3-dihydro-3-[(3-methoxy-1H-pyrrol-2-yl)methylene]-2H-indol-2-one (Starting Material 1) (98 mg, 0.31 mmol) using (Ph3P)2PdCl2 (38 mg) (Aldrich) and CuI (17 mg) (Aldrich) as catalyst in DMF (3 mL) and Et3N (3 mL) as solvent at 70° C. for 17 h, yielding r... Starting materials: CCOCc1nc2cnc3cc(OCc4ccccc4)ccc3c2n1CC(C)(C)NS(C)(=O)=O, ClCCl, [NH4+], [OH-], O, O=C(OO)c1cccc(Cl)c1, Cc1ccc(S(=O)(=O)Cl)cc1. Yields the product CCOCc1nc2c(N)nc3cc(OCc4ccccc4)ccc3c2n1CC(C)(C)NS(C)(=O)=O. Reaction SMILES: [CH2:12]([c:13]1[cH:14][cH:15][cH:16][cH:17][cH:18]1)[O:19][c:20]1[cH:21][cH:22][c:23]2[c:24]3[c:25]([cH:26][n:27][c:28]2[cH:29]1)[n:30][c:31]([CH2:42][O:43][CH2:44][CH3:45])[n:32]3[CH2:33][C:34]([CH3:35])([CH3:36])[NH:37][S:38](=[O:39])(=[O:40])[CH3:41].[Cl:59][CH2:60][Cl:61].[NH4+:46].[OH-:47].[OH2:62].[OH:1][O:2][C:3]([c:4]1[cH:5][c:6]([Cl:7])[cH:8][cH:9][cH:10]1)=[O:11].[c:48]1([CH3:49])[cH:50][cH:51][c:52]([S:53]([Cl:54])(=[O:55])=[O:56])[cH:57][cH:58]1>>[CH2:12]([c:13]1[cH:14][cH:15][cH:16][cH:17][cH:18]1)[O:19][c:20]1[cH:21][cH:22][c:23]2[c:24]3[c:25]([c:26]([NH2:46])[n:27][c:28]2[cH:29]1)[n:30][c:31]([CH2:42][O:43][CH2:44][CH3:45])[n:32]3[CH2:33][C:34]([CH3:35])([CH3:36])[NH:37][S:38](=[O:39])(=[O:40])[CH3:41]. The reactants are Fc1cnc(Cl)nc1-c1c(-c2cccc(Br)c2)nn2ccccc12, CC(C)O, Cl, Nc1cccc(F)c1, C1COCCO1. Yields the product Fc1cccc(Nc2ncc(F)c(-c3c(-c4cccc(Br)c4)nn4ccccc34)n2)c1. As a reaction SMILES: [Br:1][c:2]1[cH:3][c:4](-[c:8]2[n:9][n:10]3[c:11]([cH:12][cH:13][cH:14][cH:15]3)[c:16]2-[c:17]2[n:18][c:19]([Cl:24])[n:20][cH:21][c:22]2[F:23])[cH:5][cH:6][cH:7]1.[CH3:40][CH:41]([OH:42])[CH3:43].[ClH:33].[NH2:25][c:26]1[cH:27][cH:28][cH:29][c:30]([F:31])[cH:32]1.[O:34]1[CH2:35][CH2:36][O:37][CH2:38][CH2:39]1>>[Br:1][c:2]1[cH:3][c:4](-[c:8]2[n:9][n:10]3[c:11]([cH:12][cH:13][cH:14][cH:15]3)[c:16]2-[c:17]2[n:18][c:19]([NH:25][c:26]3[cH:27][cH:28][cH:29][c:30]([F:31])[cH:32]3)[n:20][cH:21][c:22]2[F:23])[cH:5][cH:6][cH:7]1. Reactants: C1(CCCCC1)C1(C2=CC=CC=C2C=2C=CC=CC12)O (9-Cyclohexyl-9H-fluoren-9-ol), C1(CCCCC1)[Mg]Cl (cyclohexylmagnesium chloride), C1=CC=CC=2C3=CC=CC=C3C(C12)=O (9-fluorenone). Product: CC=1C=C(C=CC1)C1(C2=CC=CC=C2C=2C=CC=CC12)O (9-(3-Methylphenyl)-9H-fluoren-9-ol). As a reaction SMILES: [CH:1]1([C:7]2([OH:20])[C:19]3[CH:18]=[CH:17][CH:16]=[CH:15][C:14]=3[C:13]3[C:8]2=[CH:9][CH:10]=[CH:11][CH:12]=3)[CH2:6][CH2:5][CH2:4][CH2:3][CH2:2]1.[CH:21]1([Mg]Cl)CCCCC1.C1C2C(=O)C3C(=CC=CC=3)C=2C=CC=1>>[CH3:21][C:5]1[CH:6]=[C:1]([C:7]2([OH:20])[C:8]3[CH:9]=[CH:10][CH:11]=[CH:12][C:13]=3[C:14]3[C:19]2=[CH:18][CH:17]=[CH:16][CH:15]=3)[CH:2]=[CH:3][CH:4]=1. Reported procedure: 9-Cyclohexyl-9H-fluoren-9-ol: from cyclohexylmagnesium chloride and 9-fluorenone;